This data is from the Open Reaction Database (ORD), a public repository of structured organic reaction records. The task is: describe an organic reaction: reactants, conditions, products, and yield The reactants are [OH-].[Na+] (NaOH), OOS(=O)[O-].[K+] (Oxone), sulfide, N1(CCOCC1)C(CC(C(=O)O)CS(=O)(=O)CC1=CC=CC=C1)=O (4-Morpholin-4-yl-4-oxo-2-benzylsulfonylmethyl-butyric acid), BrCC(C)C (1-Bromo-2-methyl propane), sulfone. Run in O (water), CCO (EtOH). Yields the product CC(CS(=O)(=O)CC(C(=O)O)CC(=O)N1CCOCC1)C (2-(2-Methyl-propane-1-sulfonylmethyl)-4-morpholin-4-yl-4-oxo-butyric acid). RXN SMILES: [N:1]1([C:7](=[O:24])[CH2:8][CH:9]([CH2:13][S:14]([CH2:17][C:18]2[CH:23]=CC=C[CH:19]=2)(=[O:16])=[O:15])[C:10]([OH:12])=[O:11])[CH2:6][CH2:5][O:4][CH2:3][CH2:2]1.[OH-].[Na+].BrCC(C)C.OOS([O-])=O.[K+]>CCO.O>[CH3:19][CH:18]([CH3:23])[CH2:17][S:14]([CH2:13][CH:9]([CH2:8][C:7]([N:1]1[CH2:6][CH2:5][O:4][CH2:3][CH2:2]1)=[O:24])[C:10]([OH:12])=[O:11])(=[O:15])=[O:16] |f:1.2,4.5|. Procedure: 4-Morpholin-4-yl-4-oxo-2-benzylsulfonylmethyl-butyric acid (10.90 g, 40.15 mmol) was dissolved in 100 mL dry EtOH and set to stir at room temperature. NaOH pellets (4.81 g, 120.45 mmol) were added in one portion, and the reaction mixture was allowed to stir for 10 minutes. 1-Bromo-2-methyl propane (5.0 g, 36.49 mmol) was then added, and the reaction mixture was allowed to stir at ambient temperature for 20 hours. Upon completion (LCMS), the reaction mixture was diluted with water and the pH was ... Reactants: CO, O=C1NC(=O)C2(CCN(CCCN3CCN(C(=O)C=Cc4ccc(Cl)c(Cl)c4)CCC3=O)CC2)N1, CI. The product is C[N+]1(CCCN2CCN(C(=O)C=Cc3ccc(Cl)c(Cl)c3)CCC2=O)CCC2(CC1)NC(=O)NC2=O, [I-]. RXN SMILES: [CH3:38][OH:39].[Cl:1][c:2]1[cH:3][c:4]([CH:9]=[CH:10][C:11](=[O:12])[N:13]2[CH2:14][CH2:15][N:16]([CH2:21][CH2:22][CH2:23][N:24]3[CH2:25][CH2:26][C:27]4([C:28](=[O:33])[NH:29][C:30](=[O:32])[NH:31]4)[CH2:34][CH2:35]3)[C:17](=[O:20])[CH2:18][CH2:19]2)[cH:5][cH:6][c:7]1[Cl:8].[I:36][CH3:37]>>[Cl:1][c:2]1[cH:3][c:4]([CH:9]=[CH:10][C:11](=[O:12])[N:13]2[CH2:14][CH2:15][N:16]([CH2:21][CH2:22][CH2:23][N+:24]3([CH3:37])[CH2:25][CH2:26][C:27]4([C:28](=[O:33])[NH:29][C:30](=[O:32])[NH:31]4)[CH2:34][CH2:35]3)[C:17](=[O:20])[CH2:18][CH2:19]2)[cH:5][cH:6][c:7]1[Cl:8].[I-:36]. The reactants are C(C)OC(CCCBr)=O (4-bromobutyric acid ethyl ester), C(C=1C(O)=CC=CC1)=O (salicylaldehyde), [H-].[Na+] (sodium hydride), CCOCC (ether). Solvent: CN(C=O)C (dimethylformamide), CN(C=O)C (dimethylformamide), CN(C=O)C (dimethylformamide). Reaction conditions: time 15 minute. The product is C(C)OC(CCCOC1=C(C=CC=C1)C=O)=O (4-(2-formylphenoxy)-butyric acid ethyl ester). The yield is 47.5%. As a reaction SMILES: [CH:1](=[O:9])[C:2]1[C:3](=[CH:5][CH:6]=[CH:7][CH:8]=1)[OH:4].[H-].[Na+].[CH2:12]([O:14][C:15](=[O:20])[CH2:16][CH2:17][CH2:18]Br)[CH3:13].CCOCC>CN(C)C=O>[CH2:12]([O:14][C:15](=[O:20])[CH2:16][CH2:17][CH2:18][O:4][C:3]1[CH:5]=[CH:6][CH:7]=[CH:8][C:2]=1[CH:1]=[O:9])[CH3:13] |f:1.2|. Reported procedure: A solution of 12.2 g of salicylaldehyde in 20 ml of dimethylformamide is instilled into a suspension of 4.36 g of sodium hydride (55% dispersion in mineral oil) in 80 ml of dimethylformamide by stirring and ice cooling within 15 minutes. After 3 hours, a solution of 21.5 g of 4-bromobutyric acid ethyl ester in 16 ml of dimethylformamide is instilled by ice cooling within 15 minutes, and the mixture is stirred for 72 hours at room temperature. The batch is poured on ice/water, shaken with ether, ... Reactants: CC1=CC[C@H]2CC([C@@H]12)=O ((±)-(1S,5R)-4-methylbicyclo[3.2.0]hept-3-en-6-one), [H-].[Na+] (sodium hydride), COP(=O)(OC)CC(=O)OC(C)(C)C (tert-butyl dimethoxyphosphorylacetate). Solvent: O1CCCC1 (tetrahydrofuran). Run at time 2 hour. Yields the product CC1=CC[C@H]2CC([C@@H]12)=CC(=O)OC(C)(C)C (Tert-butyl(±)-(1S,5R)-4-methylbicyclo[3.2.0]hept-3-en-6-ylideneacetate). Reaction SMILES: [CH3:1][C:2]1[C@H:8]2[C@H:5]([CH2:6][C:7]2=O)[CH2:4][CH:3]=1.[H-].[Na+].COP([CH2:18][C:19]([O:21][C:22]([CH3:25])([CH3:24])[CH3:23])=[O:20])(OC)=O>O1CCCC1>[CH3:1][C:2]1[C@H:8]2[C@H:5]([CH2:6][C:7]2=[CH:18][C:19]([O:21][C:22]([CH3:25])([CH3:24])[CH3:23])=[O:20])[CH2:4][CH:3]=1 |f:1.2|. Procedure details: (±)-(1S,5R)-4-methylbicyclo[3.2.0]hept-3-en-6-one (1.10 g, 9.0 mmol) was added to a reaction solution prepared in advance by adding sodium hydride (>65% oil, 342.8 mg, 9.0 mmol) to a tetrahydrofuran solution (10 mL) of tert-butyl dimethoxyphosphorylacetate (2.08 g, 9.3 mmol) under ice cooling, and the mixture was further stirred for 2 hours. The reaction solution was separated into aqueous and organic layers by the addition of a saturated aqueous solution of ammonium chloride and saturated salin...